Dataset: the Open Reaction Database (ORD), a public repository of structured organic reaction records. Task: describe an organic reaction: reactants, conditions, products, and yield Reactants: BrCC(CC(=O)NC1=CC(=CC=C1)C(F)(F)F)=O (4-bromo-3'-trifluoromethylacetoacetanilide), CNC(=S)N (N-methylthiourea), O (water). Solvent: C(C)O (ethanol), C(C)O (ethanol). Yields the product CNC=1SC=C(N1)CC(NC1=CC(=CC=C1)C(F)(F)F)=O (2-METHYLAMINO-4-(3-TRIFLUOROMETHYLPHENYLCARBAMOYLMETHYL)THIAZOLE). Isolated yield 80.9%. Reaction SMILES: Br[CH2:2][C:3](=O)[CH2:4][C:5]([NH:7][C:8]1[CH:13]=[CH:12][CH:11]=[C:10]([C:14]([F:17])([F:16])[F:15])[CH:9]=1)=[O:6].[CH3:19][NH:20][C:21]([NH2:23])=[S:22].O>C(O)C>[CH3:19][NH:20][C:21]1[S:22][CH:2]=[C:3]([CH2:4][C:5](=[O:6])[NH:7][C:8]2[CH:13]=[CH:12][CH:11]=[C:10]([C:14]([F:17])([F:16])[F:15])[CH:9]=2)[N:23]=1. Procedure details: A solution containing 32.4 g (0.10 mole) of 4-bromo-3'-trifluoromethylacetoacetanilide and 11.3 g (0.13 mole) of N-methylthiourea in 250 ml of ethanol was refluxed for four hours. The reaction mixture was poured into 700 ml of water and ethanol was added. A small quantity of insoluble material was removed by filtration and the filtrate was made strongly alkaline by the addition of ammonium hydroxide. The solution was cooled and an additional 400 ml of water was added. The precipitated solid was ... The reactants are C(C)OC(=O)C=1C=NC2=C(C=CC=C2C1Cl)[N+](=O)[O-] (8-nitro-4-chloro-quinoline-3-carboxylic acid ethyl ester), O(C1=CC=CC=C1)C1=CC=C(N)C=C1 (4-phenoxyaniline). Yields the product C(C)OC(=O)C=1C=NC2=C(C=CC=C2C1NC1=CC=C(C=C1)OC1=CC=CC=C1)N (8-Amino-4-(4-phenoxy-phenylamino)-quinoline-3-carboxylic acid ethyl ester). Reaction SMILES: [CH2:1]([O:3][C:4]([C:6]1[CH:7]=[N:8][C:9]2[C:14]([C:15]=1Cl)=[CH:13][CH:12]=[CH:11][C:10]=2[N+:17]([O-])=O)=[O:5])[CH3:2].[O:20]([C:27]1[CH:33]=[CH:32][C:30]([NH2:31])=[CH:29][CH:28]=1)[C:21]1[CH:26]=[CH:25][CH:24]=[CH:23][CH:22]=1>>[CH2:1]([O:3][C:4]([C:6]1[CH:7]=[N:8][C:9]2[C:14]([C:15]=1[NH:31][C:30]1[CH:29]=[CH:28][C:27]([O:20][C:21]3[CH:26]=[CH:25][CH:24]=[CH:23][CH:22]=3)=[CH:33][CH:32]=1)=[CH:13][CH:12]=[CH:11][C:10]=2[NH2:17])=[O:5])[CH3:2]. Procedure details: The compound prepared in Example 3 was reacted with 4-phenoxyaniline according to the method as described in Example 4 and the obtained compound was treated as described in Example 14 to prepare the title compound.